Dataset: the Open Reaction Database (ORD), a public repository of structured organic reaction records. Task: describe an organic reaction: reactants, conditions, products, and yield Starting materials: NC=1C=CC2=C(C(=C(O2)[N+](=O)[O-])C2=CC=CC=C2)C1 (5-amino-2-nitro-3-phenylbenzofuran), C(C1=CC=CC=C1)(=O)Cl (benzoyl chloride). Run in N1=CC=CC=C1 (pyridine). The product is C(C1=CC=CC=C1)(=O)NC=1C=CC2=C(C(=C(O2)[N+](=O)[O-])C2=CC=CC=C2)C1 (5-benzamido-2-nitro-3-phenylbenzofuran). RXN SMILES: [NH2:1][C:2]1[CH:3]=[CH:4][C:5]2[O:9][C:8]([N+:10]([O-:12])=[O:11])=[C:7]([C:13]3[CH:18]=[CH:17][CH:16]=[CH:15][CH:14]=3)[C:6]=2[CH:19]=1.[C:20](Cl)(=[O:27])[C:21]1[CH:26]=[CH:25][CH:24]=[CH:23][CH:22]=1>N1C=CC=CC=1>[C:20]([NH:1][C:2]1[CH:3]=[CH:4][C:5]2[O:9][C:8]([N+:10]([O-:12])=[O:11])=[C:7]([C:13]3[CH:18]=[CH:17][CH:16]=[CH:15][CH:14]=3)[C:6]=2[CH:19]=1)(=[O:27])[C:21]1[CH:26]=[CH:25][CH:24]=[CH:23][CH:22]=1. Reported procedure: To a solution of 0.75 g. of 5-amino-2-nitro-3-phenylbenzofuran in 5 ml. of pyridine is added 1 ml. of benzoyl chloride. The mixture is heated on a steam bath for about 1 hour, then decanted into 50 ml. of 2 N hydrochloric acid. A yellow residue forms which is recrystallized from a mixture of isopropanol, methanol and water to provide yellow crystals of 5-benzamido-2-nitro-3-phenylbenzofuran having the structure ##STR11##